Dataset: the Open Reaction Database (ORD), a public repository of structured organic reaction records. Task: describe an organic reaction: reactants, conditions, products, and yield Reactants: gTetrakis-(triphenylphosphine)palladium, C([O-])([O-])=O.[K+].[K+] (potassium carbonate), CB1OB(OB(O1)C)C (trimethylboroxine), BrC1=CC(=CC=2C=C3N(C12)[C@@H](CNC3=O)C)F ((R)-6-bromo-8-fluoro-4-methyl-3,4-dihydro-2H-pyrazino[1,2-a]indol-1-one). Solvent: CN(C=O)C (N,N-dimethylformamide). Conditions: temperature 110 celsius. Yields the product FC1=CC=2C=C3N(C2C(=C1)C)[C@@H](CNC3=O)C ((R)-8-fluoro-4,6-dimethyl-3,4-dihydro-2H-pyrazino[1,2-a]indol-1-one). As a reaction SMILES: Br[C:2]1[C:10]2[N:9]3[C@H:11]([CH3:16])[CH2:12][NH:13][C:14](=[O:15])[C:8]3=[CH:7][C:6]=2[CH:5]=[C:4]([F:17])[CH:3]=1.[C:18](=O)([O-])[O-].[K+].[K+].CB1OB(C)OB(C)O1>CN(C)C=O>[F:17][C:4]1[CH:3]=[C:2]([CH3:18])[C:10]2[N:9]3[C@H:11]([CH3:16])[CH2:12][NH:13][C:14](=[O:15])[C:8]3=[CH:7][C:6]=2[CH:5]=1 |f:1.2.3|. Procedure details: 1.2 g (R)-6-bromo-8-fluoro-4-methyl-3,4-dihydro-2H-pyrazino[1,2-a]indol-1-one was dissolved in 12 ml N,N-dimethylformamide under argon. 0.45 gTetrakis-(triphenylphosphine)palladium, 1.56 g potassium carbonate and 0.55 ml trimethylboroxine were added. The mixture was heated overnight at 110° C., allowed to cool to room temperature, filtered over dicalite and washed through with tetrahydrofuran. The solvents were evaporated under reduced pressure and the residue purified by column chromatography o... Reactants: CS(=O)(=O)NCC=1C=C2C(N(C(C2=CC1)=O)CC(=O)OC(C)(C)C)=O (tert-butyl 2-(5-(methylsulfonamidomethyl)-1,3-dioxoisoindolin-2-yl)acetate), C(=O)(C(F)(F)F)O (TFA). Solvent: C(Cl)Cl (DCM). Run at time 24 hour. The product is CS(=O)(=O)NCC=1C=C2C(N(C(C2=CC1)=O)CC(=O)O)=O (2-(5-(methylsulfonamidomethyl)-1,3-dioxoisoindolin-2-yl)acetic acid). RXN SMILES: [CH3:1][S:2]([NH:5][CH2:6][C:7]1[CH:8]=[C:9]2[C:13](=[CH:14][CH:15]=1)[C:12](=[O:16])[N:11]([CH2:17][C:18]([O:20]C(C)(C)C)=[O:19])[C:10]2=[O:25])(=[O:4])=[O:3].C(O)(C(F)(F)F)=O>C(Cl)Cl>[CH3:1][S:2]([NH:5][CH2:6][C:7]1[CH:8]=[C:9]2[C:13](=[CH:14][CH:15]=1)[C:12](=[O:16])[N:11]([CH2:17][C:18]([OH:20])=[O:19])[C:10]2=[O:25])(=[O:3])=[O:4]. Reported procedure: To a solution of tert-butyl 2-(5-(methylsulfonamidomethyl)-1,3-dioxoisoindolin-2-yl)acetate (0.200 g, 0.543 mmol) in DCM (10 ml) cooled to 0° C., TFA (0.418 ml, 5.43 mmol) was added drop wise, and the solution stirred at room temperature for 24 hours. The solvent was removed under vacuum and dried to give 2-(5-(methylsulfonamidomethyl)-1,3-dioxoisoindolin-2-yl)acetic acid as a yellow solid (0.170 g, 0.544 mmol, yield considered to be quantitative, MS/ESI+ 312.9 [MH]+). This product was used with... Reaction conditions: temperature 60 celsius, time 3 hour. Reported procedure: 375 mg of 2-[2-(5-chloro-2-methoxybenzoylamino)ethyl]-5-sulfamoylthiophene were dissolved in 3 ml of absolute DMF together with 415 mg of K2 CO3 and 90 mg of methyl isothiocyanate, and the mixture was then stirred for 3 h at 60° C. The cooled solution was introduced into 2N HCl and the resulting precipitate was filtered off with suction. The dried residue was chromatographed on silica gel using the eluent system ethyl acetate/toluene 1:1. Product: ClC=1C=CC(=C(C(=O)NCCC=2SC(=CC2)S(=O)(=O)N(C(=S)N)C)C1)OC (2-[2-(5-Chloro-2-methoxybenzoylamino)ethyl]-5-(methyl-aminothiocarbonylaminosulfonyl)thiophene). Reactants: ClC=1C=CC(=C(C(=O)NCCC=2SC(=CC2)S(N)(=O)=O)C1)OC (2-[2-(5-chloro-2-methoxybenzoylamino)ethyl]-5-sulfamoylthiophene), CN=C=S (methyl isothiocyanate), CN(C)C=O (DMF), Cl (HCl). As a reaction SMILES: [Cl:1][C:2]1[CH:3]=[CH:4][C:5]([O:22][CH3:23])=[C:6]([CH:21]=1)[C:7]([NH:9][CH2:10][CH2:11][C:12]1[S:13][C:14]([S:17](=[O:20])(=[O:19])[NH2:18])=[CH:15][CH:16]=1)=[O:8].C[N:25]=[C:26]=[S:27].Cl.[CH3:29]N(C=O)C>>[Cl:1][C:2]1[CH:3]=[CH:4][C:5]([O:22][CH3:23])=[C:6]([CH:21]=1)[C:7]([NH:9][CH2:10][CH2:11][C:12]1[S:13][C:14]([S:17]([N:18]([CH3:29])[C:26]([NH2:25])=[S:27])(=[O:19])=[O:20])=[CH:15][CH:16]=1)=[O:8]. Starting materials: COc1nc(C)c(-c2cccc(C#N)c2)c2c1CCCC2, CC#N, C[Si](C)(C)Cl, [I-], [Na+], O. Product: Cc1[nH]c(=O)c2c(c1-c1cccc(C#N)c1)CCCC2. Reaction SMILES: [CH3:1][O:2][c:3]1[n:4][c:5]([CH3:21])[c:6](-[c:13]2[cH:14][c:15]([C:16]#[N:17])[cH:18][cH:19][cH:20]2)[c:7]2[c:12]1[CH2:11][CH2:10][CH2:9][CH2:8]2.[CH3:29][C:30]#[N:31].[Cl:24][Si:25]([CH3:26])([CH3:27])[CH3:28].[I-:23].[Na+:22].[OH2:32]>>[O:2]=[c:3]1[nH:4][c:5]([CH3:21])[c:6](-[c:13]2[cH:14][c:15]([C:16]#[N:17])[cH:18][cH:19][cH:20]2)[c:7]2[c:12]1[CH2:11][CH2:10][CH2:9][CH2:8]2.